From a dataset of the Open Reaction Database (ORD), a public repository of structured organic reaction records. describe an organic reaction: reactants, conditions, products, and yield The reactants are CCOC(=O)c1cn2c3ccc(Br)cc3c3cc(OC)cc(c1=O)c32, CCO, [Na+], [OH-]. Yields the product COc1cc2c(=O)c(C(=O)O)cn3c4ccc(Br)cc4c(c1)c23. RXN SMILES: [Br:1][c:2]1[cH:3][cH:4][c:5]2[n:6]3[c:7]4[c:8]([cH:9][c:10]([O:15][CH3:16])[cH:11][c:12]4[c:13]2[cH:14]1)[c:17](=[O:25])[c:18]([C:20](=[O:21])[O:22][CH2:23][CH3:24])[cH:19]3.[CH3:28][CH2:29][OH:30].[Na+:27].[OH-:26]>>[Br:1][c:2]1[cH:3][cH:4][c:5]2[n:6]3[c:7]4[c:8]([cH:9][c:10]([O:15][CH3:16])[cH:11][c:12]4[c:13]2[cH:14]1)[c:17](=[O:25])[c:18]([C:20](=[O:21])[OH:22])[cH:19]3. Isolated yield 86.7%. Product: C1(CC1)C=1C(=NC=C(C1)C1CC1)N1CCN(CC1)C(=O)C1=C(C#N)C=C(C=C1)N1S(CCCC1)(=O)=O (2-[4-(3,5-dicyclopropylpyridin-2-yl)piperazine-1-carbonyl]-5-(1,1-dioxo-1λ6-[1,2]thiazinan-2-yl)benzonitrile). Reaction SMILES: Br[C:2]1[CH:3]=[CH:4][C:5]([C:10]([N:12]2[CH2:17][CH2:16][N:15]([C:18]3[C:23]([CH:24]4[CH2:26][CH2:25]4)=[CH:22][C:21]([CH:27]4[CH2:29][CH2:28]4)=[CH:20][N:19]=3)[CH2:14][CH2:13]2)=[O:11])=[C:6]([CH:9]=1)[C:7]#[N:8].[S:30]1(=[O:37])(=[O:36])[CH2:35][CH2:34][CH2:33][CH2:32][NH:31]1>>[CH:24]1([C:23]2[C:18]([N:15]3[CH2:16][CH2:17][N:12]([C:10]([C:5]4[CH:4]=[CH:3][C:2]([N:31]5[CH2:32][CH2:33][CH2:34][CH2:35][S:30]5(=[O:37])=[O:36])=[CH:9][C:6]=4[C:7]#[N:8])=[O:11])[CH2:13][CH2:14]3)=[N:19][CH:20]=[C:21]([CH:27]3[CH2:29][CH2:28]3)[CH:22]=2)[CH2:26][CH2:25]1. Procedure: Using 5-bromo-2-[4-(3,5-dicyclopropylpyridin-2-yl)piperazine-1-carbonyl]benzonitrile (451 mg) described in Preparation Example 245 and [1,2]thiazinane 1,1-dioxide (176 mg) and by the reaction and treatment in the same manner as in Example 262, the title compound (438 mg) was obtained. Starting materials: BrC=1C=CC(=C(C#N)C1)C(=O)N1CCN(CC1)C1=NC=C(C=C1C1CC1)C1CC1 (5-bromo-2-[4-(3,5-dicyclopropylpyridin-2-yl)piperazine-1-carbonyl]benzonitrile), S1(NCCCC1)(=O)=O ([1,2]thiazinane 1,1-dioxide). Starting materials: COC1=CC2=C(N(C(CNC2)=O)C)C=C1[N+](=O)[O-] (7-Methoxy-1-methyl-8-nitro-1,3,4,5-tetrahydro-benzo[e][1,4]diazepin-2-one), BrCC#N (Bromoacetonitrile), C(C)(C)N(C(C)C)CC (N,N-Diisopropylethylamine), CN(C=O)C (N,N-Dimethylformamide). Reagents/catalysts: [I-].[Na+] (Sodium iodide). Yields the product C(C)N1CC(N(C2=C(C1)C=C(C(=C2)[N+](=O)[O-])OC)C)=O (4-Ethyl-7-methoxy-1-methyl-8-nitro-1,3,4,5-tetrahydro-benzo[e][1,4]diazepin-2-one). Isolated yield 91.3%. Reaction SMILES: [CH3:1][O:2][C:3]1[C:15]([N+:16]([O-:18])=[O:17])=[CH:14][C:6]2[N:7]([CH3:13])[C:8](=[O:12])[CH2:9][NH:10][CH2:11][C:5]=2[CH:4]=1.Br[CH2:20][C:21]#N.C(N(CC)C(C)C)(C)C.CN(C)C=O>[I-].[Na+]>[CH2:20]([N:10]1[CH2:11][C:5]2[CH:4]=[C:3]([O:2][CH3:1])[C:15]([N+:16]([O-:18])=[O:17])=[CH:14][C:6]=2[N:7]([CH3:13])[C:8](=[O:12])[CH2:9]1)[CH3:21] |f:4.5|. Reported procedure: A mixture of 7-Methoxy-1-methyl-8-nitro-1,3,4,5-tetrahydro-benzo[e][1,4]diazepin-2-one (0.50 g, 0.0020 mol), Sodium iodide (0.0148 g, 0.0000987 mol), Bromoacetonitrile (0.276 mL, 0.00396 mol) and N,N-Diisopropylethylamine (1.04 mL, 0.00597 mol) in N,N-Dimethylformamide (6 mL, 0.08 mol) was reacted in an analogous manner to example 736-E to give 4-Ethyl-7-methoxy-1-methyl-8-nitro-1,3,4,5-tetrahydro-benzo[e][1,4]diazepin-2-one as a tan solid (0.51 g, 88%). Mp129-131° C.; LCMS (m/e) 291 (M+1); 1H-N... Reported procedure: A solution of acid from Step A (6.0 g, 3.97 mmol) in anhydrous ethylene glycol dimethyl ether (DME) (30 mL) is cooled to -20° C., under nitrogen (N2), and freshly distilled diisopropylethylamine (5.0 mL, 28.77 mmol) is added, followed by slow addition of pivaloyl chloride (3.2 mL, 6.37 mmol). The resulting milky slurry is stirred at -20° C. for 30 minutes. The white solid is filtered, washed with DME (5 mL). The filtrate of the mixed anhydride is cooled to -78° C. under nitrogen atmosphere. In a... RXN SMILES: [CH:1]1[C:11]2[CH:10]=[CH:9][C:8]3[CH:12]=[CH:13][CH:14]=[CH:15][C:7]=3[CH:6]([CH2:16][C:17]([OH:19])=O)[C:5]=2[CH:4]=[CH:3][CH:2]=1.C([N:23]([CH:26](C)C)[CH2:24][CH3:25])(C)C.[C:29](Cl)(=[O:34])[C:30](C)([CH3:32])[CH3:31].[C:36]1([CH:42](C2C=CC=CC=2)C2C=CC=CC=2)C=CC=C[CH:37]=1.C([Li])CCC.C[O:61]CCOC>O1CCCC1>[CH:1]1[C:11]2[CH:10]=[CH:9][C:8]3[CH:12]=[CH:13][CH:14]=[CH:15][C:7]=3[CH:6]([CH2:16][C:17]([N:23]3[C@H:24]([CH3:25])[C@H:29]([C:30]4[CH:32]=[CH:42][CH:36]=[CH:37][CH:31]=4)[O:34][C:26]3=[O:61])=[O:19])[C:5]=2[CH:4]=[CH:3][CH:2]=1. The solvent is O1CCCC1 (tetrahydrofuran). The product is C1=CC=CC=2C(C3=C(C=CC21)C=CC=C3)CC(=O)N3C(O[C@H]([C@H]3C)C3=CC=CC=C3)=O ((4R-cis)-3-[(5H-Dibenzo[a,d]cyclohepten-5-yl)acetyl]-4-methyl-5 phenyl-2-oxazolidinone). Starting materials: (4R)-methyl-(5S)-phenyl-2-oxazolidinone, C(CCC)[Li] (n-butyllithium), C1(=CC=CC=C1)C(C1=CC=CC=C1)C1=CC=CC=C1 (triphenylmethane), anhydride, C(C)(C)N(CC)C(C)C (diisopropylethylamine), C(C(C)(C)C)(=O)Cl (pivaloyl chloride), C1=CC=CC=2C(C3=C(C=CC21)C=CC=C3)CC(=O)O (5H-Dibenzo[a,d]cycloheptene-5-acetic acid), COCCOC (ethylene glycol dimethyl ether). Run at temperature -20 celsius, time 30 minute. Reactants: O=C(n1ccnc1)n1ccnc1, CCN(C(C)C)C(C)C, CCOC(C)=O, O=C(O)c1cnc(N2CCCC2)c(-c2ccccc2Cl)n1, Cl, NC1CCCCC1O, CN(C)C=O, O=C(O)CC(O)(CC(=O)O)C(=O)O. Product: O=C(NC1CCCCC1O)c1cnc(N2CCCC2)c(-c2ccccc2Cl)n1. Reaction SMILES: [C:22]([n:23]1[cH:24][cH:25][n:26][cH:27]1)([n:28]1[cH:29][cH:30][n:31][cH:32]1)=[O:33].[CH2:34]([N:35]([CH:36]([CH3:37])[CH3:38])[CH:39]([CH3:40])[CH3:41])[CH3:42].[CH3:70][CH2:71][O:72][C:73](=[O:74])[CH3:75].[Cl:1][c:2]1[c:3](-[c:8]2[c:9]([N:17]3[CH2:18][CH2:19][CH2:20][CH2:21]3)[n:10][cH:11][c:12]([C:14](=[O:15])[OH:16])[n:13]2)[cH:4][cH:5][cH:6][cH:7]1.[ClH:43].[NH2:44][CH:45]1[CH:46]([OH:51])[CH2:47][CH2:48][CH2:49][CH2:50]1.[O:65]=[CH:66][N:67]([CH3:68])[CH3:69].[OH:52][C:53]([CH2:54][C:55]([C:56](=[O:57])[OH:58])([CH2:59][C:60](=[O:61])[OH:62])[OH:63])=[O:64]>>[Cl:1][c:2]1[c:3](-[c:8]2[c:9]([N:17]3[CH2:18][CH2:19][CH2:20][CH2:21]3)[n:10][cH:11][c:12]([C:14](=[O:16])[NH:44][CH:45]3[CH:46]([OH:51])[CH2:47][CH2:48][CH2:49][CH2:50]3)[n:13]2)[cH:4][cH:5][cH:6][cH:7]1. Starting materials: CCCC[N+](CCCC)(CCCC)CCCC, CC#N, COCCCc1cc(CN(C(=O)C2CN(C(=O)OC(C)(C)C)CCC2c2ccc(OCCOc3c(Cl)cc(C)cc3Cl)cc2)C2CC2)cc(OCC(C)(C)O)c1, [F-], C[Si](C)(C)I. Yields the product COCCCc1cc(CN(C(=O)C2CNCCC2c2ccc(OCCOc3c(Cl)cc(C)cc3Cl)cc2)C2CC2)cc(OCC(C)(C)O)c1. Reaction SMILES: [CH3:63][CH2:64][CH2:65][CH2:66][N+:67]([CH2:68][CH2:69][CH2:70][CH3:71])([CH2:72][CH2:73][CH2:74][CH3:75])[CH2:76][CH2:77][CH2:78][CH3:79].[CH3:80][C:81]#[N:82].[CH:1]1([N:4]([C:5](=[O:6])[CH:7]2[CH2:8][N:9]([C:32]([O:33][C:34]([CH3:35])([CH3:36])[CH3:37])=[O:38])[CH2:10][CH2:11][CH:12]2[c:13]2[cH:14][cH:15][c:16]([O:19][CH2:20][CH2:21][O:22][c:23]3[c:24]([Cl:31])[cH:25][c:26]([CH3:30])[cH:27][c:28]3[Cl:29])[cH:17][cH:18]2)[CH2:39][c:40]2[cH:41][c:42]([O:51][CH2:52][C:53]([CH3:54])([CH3:55])[OH:56])[cH:43][c:44]([CH2:46][CH2:47][CH2:48][O:49][CH3:50])[cH:45]2)[CH2:2][CH2:3]1.[F-:62].[I:57][Si:58]([CH3:59])([CH3:60])[CH3:61]>>[CH:1]1([N:4]([C:5](=[O:6])[CH:7]2[CH2:8][NH:9][CH2:10][CH2:11][CH:12]2[c:13]2[cH:14][cH:15][c:16]([O:19][CH2:20][CH2:21][O:22][c:23]3[c:24]([Cl:31])[cH:25][c:26]([CH3:30])[cH:27][c:28]3[Cl:29])[cH:17][cH:18]2)[CH2:39][c:40]2[cH:41][c:42]([O:51][CH2:52][C:53]([CH3:54])([CH3:55])[OH:56])[cH:43][c:44]([CH2:46][CH2:47][CH2:48][O:49][CH3:50])[cH:45]2)[CH2:2][CH2:3]1.